This data is from the Open Reaction Database (ORD), a public repository of structured organic reaction records. The task is: describe an organic reaction: reactants, conditions, products, and yield Reactants: N1=CC=C(C=C1)NC(OC1=CC=C(C=C1)[N+](=O)[O-])=O (4-nitrophenyl pyridin-4-ylcarbamate), Cl.NC=1C2=C(NS(N1)(=O)=O)C=CC=C2OC[C@@H]2C[NH2+]CCC2 ((S)-3-(((4-amino-2,2-dioxido-1H-benzo[c][1,2,6]thiadiazin-5-yl)oxy)methyl)piperidinium hydrochloride). The product is NC=1C2=C(NS(N1)(=O)=O)C=CC=C2OC[C@@H]2CN(CCC2)C(=O)NC2=CC=NC=C2 ((S)-3-(((4-amino-2,2-dioxido-1H-benzo[c][1,2,6]thiadiazin-5-yl)oxy)methyl)-N-(pyridin-4-yl)piperidine-1-carboxamide). RXN SMILES: [N:1]1[CH:6]=[CH:5][C:4]([NH:7][C:8](=[O:19])OC2C=CC([N+]([O-])=O)=CC=2)=[CH:3][CH:2]=1.Cl.[NH2:21][C:22]1[C:23]2[C:33]([O:34][CH2:35][C@H:36]3[CH2:41][CH2:40][CH2:39][NH2+:38][CH2:37]3)=[CH:32][CH:31]=[CH:30][C:24]=2[NH:25][S:26](=[O:29])(=[O:28])[N:27]=1>>[NH2:21][C:22]1[C:23]2[C:33]([O:34][CH2:35][C@H:36]3[CH2:41][CH2:40][CH2:39][N:38]([C:8]([NH:7][C:4]4[CH:3]=[CH:2][N:1]=[CH:6][CH:5]=4)=[O:19])[CH2:37]3)=[CH:32][CH:31]=[CH:30][C:24]=2[NH:25][S:26](=[O:28])(=[O:29])[N:27]=1 |f:1.2|. Procedure details: Prepared as in Example 29 from 4-nitrophenyl pyridin-4-ylcarbamate (Example 28a) and (S)-3-(((4-amino-2,2-dioxido-1H-benzo[c][1,2,6]thiadiazin-5-yl)oxy)methyl)piperidinium hydrochloride (Example 2a). MS=431 (MH+). Reactants: NC1=CC(=NN1)O (5-amino-1H-pyrazol-3-ol), O.C1(=CC=C(C=C1)S(=O)(=O)O)C (p-toluenesulfonic acid monohydrate), O(C1=CC=CC=C1)CCO (2-phenoxy ethanol). Solvent: C(C)#N (acetonitrile). Conditions: temperature 130 celsius, time 5 hour. Yields the product O(C1=CC=CC=C1)CCOC=1C=C(NN1)N (5-(2-Phenoxy-ethoxy)-2H-pyrazol-3-yl-amine). Yield: 32.8%. Reaction SMILES: [NH2:1][C:2]1[NH:6][N:5]=[C:4]([OH:7])[CH:3]=1.O.C1(C)C=CC(S(O)(=O)=O)=CC=1.[O:20]([CH2:27][CH2:28]O)[C:21]1[CH:26]=[CH:25][CH:24]=[CH:23][CH:22]=1>C(#N)C>[O:20]([CH2:27][CH2:28][O:7][C:4]1[CH:3]=[C:2]([NH2:1])[NH:6][N:5]=1)[C:21]1[CH:26]=[CH:25][CH:24]=[CH:23][CH:22]=1 |f:1.2|. Procedure details: There was suspended, in 2-phenoxy ethanol (25 g, 180 mM), 5-amino-1H-pyrazol-3-ol (4.00 g, 41.4 mM), then p-toluenesulfonic acid monohydrate (15.4 g, 80.8 mM) was added to the suspension and the mixture was stirred at 130° C. for 5 hours under reduced pressure. This reaction liquid was diluted with acetonitrile, the solid precipitated out of the liquid was filtered off and washed with acetonitrile. The resulting solid was suspended in a 6% aqueous sodium bicarbonate solution (250 mL), the suspen... Reactants: FC1=CC(=C(C#N)C=C1)C(F)(F)F (4-fluoro-2-trifluoromethyl benzonitrile), C(CCC)C=1N=C(SC1CO)C1=CC=C(C=C1)C(F)(F)F ([4-butyl-2-(4-trifluoromethyl-phenyl)-thiazol-5-yl]-methanol), C([O-])([O-])=O.[Cs+].[Cs+] (cesium carbonate). Procedure: To a solution of 100 mg of 4-fluoro-2-trifluoromethyl benzonitrile in 5 ml of anhydrous dimethylformamide was added 200 mg of [4-butyl-2-(4-trifluoromethyl-phenyl)-thiazol-5-yl]-methanol and 0.49 g of cesium carbonate. The resulting mixture was stirred at room temperature overnight, poured onto water and extracted with heptane 1/ethyl acetate 3. The organic extracts were dried over magnesium sulfate, filtered, and concentrated under reduced pressure. The crude product was purified by column chro... Yield: 70.3%. Yields the product C(CCC)C=1N=C(SC1COC1=CC(=C(C#N)C=C1)C(F)(F)F)C1=CC=C(C=C1)C(F)(F)F (4-[4-butyl-2-(4-trifluoromethyl-phenyl)-thiazol-5-ylmethoxy]-2-trifluoromethyl-benzonitrile). Run at time 8 hour. The solvent is CN(C=O)C (dimethylformamide). RXN SMILES: F[C:2]1[CH:9]=[CH:8][C:5]([C:6]#[N:7])=[C:4]([C:10]([F:13])([F:12])[F:11])[CH:3]=1.[CH2:14]([C:18]1[N:19]=[C:20]([C:25]2[CH:30]=[CH:29][C:28]([C:31]([F:34])([F:33])[F:32])=[CH:27][CH:26]=2)[S:21][C:22]=1[CH2:23][OH:24])[CH2:15][CH2:16][CH3:17].C(=O)([O-])[O-].[Cs+].[Cs+]>CN(C)C=O>[CH2:14]([C:18]1[N:19]=[C:20]([C:25]2[CH:30]=[CH:29][C:28]([C:31]([F:33])([F:34])[F:32])=[CH:27][CH:26]=2)[S:21][C:22]=1[CH2:23][O:24][C:2]1[CH:9]=[CH:8][C:5]([C:6]#[N:7])=[C:4]([C:10]([F:13])([F:12])[F:11])[CH:3]=1)[CH2:15][CH2:16][CH3:17] |f:2.3.4|. Reactants: CC1=CC2=C(C=C1)OCC(=O)CO2 (Calone), COC1=CC=C(C=O)C=C1 (4-methoxybenzaldehyde). Yields the product COC1=CC=C(C=C1)\C=C/1\C(/C(/OC2=C(O1)C=CC(=C2)C)=C/C2=CC=C(C=C2)OC)=O (2,4-bis[1-(4-methoxyphenyl)meth-(Z)-ylidene]-7-methylbenzo[b]-1,4-dioxepin-3-one). As a reaction SMILES: [CH3:1][C:2]1[CH:7]=[CH:6][C:5]2[O:8][CH2:9][C:10]([CH2:12][O:13][C:4]=2[CH:3]=1)=[O:11].[CH3:14][O:15][C:16]1[CH:23]=[CH:22][C:19]([CH:20]=O)=[CH:18][CH:17]=1>>[CH3:14][O:15][C:16]1[CH:23]=[CH:22][C:19](/[CH:20]=[C:9]2/[C:10](=[O:11])/[C:12](=[CH:1]/[C:2]3[CH:7]=[CH:6][C:5]([O:8][CH3:9])=[CH:4][CH:3]=3)/[O:13][C:4]3[CH:3]=[C:2]([CH3:1])[CH:7]=[CH:6][C:5]=3[O:8]/2)=[CH:18][CH:17]=1. Procedure: Calone is reacted with 4-methoxybenzaldehyde analogously to the reaction conditions of Example 1, giving 2,4-bis[1-(4-methoxyphenyl)meth-(Z)-ylidene]-7-methylbenzo[b]-1,4-dioxepin-3-one